From a dataset of the Open Reaction Database (ORD), a public repository of structured organic reaction records. describe an organic reaction: reactants, conditions, products, and yield Reactants: COc1ccccc1B(O)O, O=C1c2c(I)ccnc2OCCCN1Cc1cc(C(F)(F)F)cc(C(F)(F)F)c1. Yields the product COc1ccccc1-c1ccnc2c1C(=O)N(Cc1cc(C(F)(F)F)cc(C(F)(F)F)c1)CCCO2. Reaction SMILES: [CH3:30][O:31][c:32]1[c:33]([B:38]([OH:39])[OH:40])[cH:34][cH:35][cH:36][cH:37]1.[F:1][C:2]([c:3]1[cH:4][c:5]([CH2:6][N:7]2[C:8](=[O:20])[c:9]3[c:10]([n:15][cH:16][cH:17][c:18]3[I:19])[O:11][CH2:12][CH2:13][CH2:14]2)[cH:21][c:22]([C:24]([F:25])([F:26])[F:27])[cH:23]1)([F:28])[F:29]>>[F:1][C:2]([c:3]1[cH:4][c:5]([CH2:6][N:7]2[C:8](=[O:20])[c:9]3[c:10]([n:15][cH:16][cH:17][c:18]3-[c:33]3[c:32]([O:31][CH3:30])[cH:37][cH:36][cH:35][cH:34]3)[O:11][CH2:12][CH2:13][CH2:14]2)[cH:21][c:22]([C:24]([F:25])([F:26])[F:27])[cH:23]1)([F:28])[F:29].